describe an organic reaction: reactants, conditions, products, and yield From a dataset of the Open Reaction Database (ORD), a public repository of structured organic reaction records. Reactants: FC(COC1=CC=CC2=CC=CC=C12)(F)F (1-(2,2,2-trifluoroethoxy)naphthalene), C12(CC3CC(CC(C1)C3)C2)C(=O)OC(C(S(=O)(=O)[O-])(F)F)C(F)(F)F.C(C2=CC=CC=C2)[N+](C)(C)C (benzyltrimethylammonium 2-(adamantane-1-carbonyloxy)-1,1,3,3,3-pentafluoropropane-1-sulfonate), C1CCCS1=O (tetramethylene sulfoxide), C(C)(C)OC(C)C (diisopropyl ether). The solvent is CS(=O)(=O)O.O=P12OP3(=O)OP(=O)(O1)OP(=O)(O2)O3 (Eaton's reagent), O (water), O (water). Run at time 8 hour. The product is C12(CC3CC(CC(C1)C3)C2)C(=O)OC(C(S(=O)(=O)[O-])(F)F)C(F)(F)F.FC(COC2=CC=C(C3=CC=CC=C23)[S+]2CCCC2)(F)F (4-(2,2,2-trifluoroethoxy)-1-naphthyl-tetrahydrothiophenium 2-(adamantane-1-carbonyloxy)-1,1,3,3,3-pentafluoropropane-1-sulfonate). Isolated yield 78.0%. As a reaction SMILES: [F:1][C:2]([F:16])([F:15])[CH2:3][O:4][C:5]1[C:14]2[C:9](=[CH:10][CH:11]=[CH:12][CH:13]=2)[CH:8]=[CH:7][CH:6]=1.[CH2:17]1[S:21](=O)[CH2:20][CH2:19][CH2:18]1.C(OC(C)C)(C)C.[C:30]12([C:40]([O:42][CH:43]([C:51]([F:54])([F:53])[F:52])[C:44]([F:50])([F:49])[S:45]([O-:48])(=[O:47])=[O:46])=[O:41])[CH2:39][CH:34]3[CH2:35][CH:36]([CH2:38][CH:32]([CH2:33]3)[CH2:31]1)[CH2:37]2.C([N+](C)(C)C)C1C=CC=CC=1>CS(O)(=O)=O.O=P12OP3(OP(OP(O3)(O1)=O)(=O)O2)=O.O>[C:30]12([C:40]([O:42][CH:43]([C:51]([F:54])([F:52])[F:53])[C:44]([F:49])([F:50])[S:45]([O-:48])(=[O:46])=[O:47])=[O:41])[CH2:31][CH:32]3[CH2:38][CH:36]([CH2:35][CH:34]([CH2:33]3)[CH2:39]1)[CH2:37]2.[F:1][C:2]([F:15])([F:16])[CH2:3][O:4][C:5]1[C:14]2[C:9](=[CH:10][CH:11]=[CH:12][CH:13]=2)[C:8]([S+:21]2[CH2:17][CH2:18][CH2:19][CH2:20]2)=[CH:7][CH:6]=1 |f:3.4,5.6,8.9|. Procedure: In 6 g of Eaton's reagent (Aldrich, diphosphorus pentoxide/methanesulfonic acid solution) was dispersed 3 g (0.0127 mol) of 1-(2,2,2-trifluoroethoxy)naphthalene in Synthesis Example 1-3. With stirring, 2.6 g (0.0253 mol) of tetramethylene sulfoxide was added dropwise to the dispersion. The solution was matured overnight at room temperature and combined with 30 g of water and 30 g of diisopropyl ether, from which a water layer was separated. The water layer was again washed with 30 g of diisoprop... The product is CCCc1nc(CC)c(C(=O)OC)n1Cc1ccc(Br)cc1F. The reactants are Fc1cc(Br)ccc1CBr, CCCc1nc(CC)c(C(=O)OC)[nH]1, O=C([O-])[O-], CCOC(C)=O, [K+], [K+], CN(C)C=O. Reaction SMILES: [Br:15][c:16]1[cH:17][c:18]([F:24])[c:19]([CH2:22][Br:23])[cH:20][cH:21]1.[C:1](=[O:2])([O:3][CH3:4])[c:5]1[c:6]([CH2:13][CH3:14])[n:7][c:8]([CH2:10][CH2:11][CH3:12])[nH:9]1.[C:25](=[O:26])([O-:27])[O-:28].[CH3:36][CH2:37][O:38][C:39](=[O:40])[CH3:41].[K+:29].[K+:30].[O:31]=[CH:32][N:33]([CH3:34])[CH3:35]>>[C:1](=[O:2])([O:3][CH3:4])[c:5]1[c:6]([CH2:13][CH3:14])[n:7][c:8]([CH2:10][CH2:11][CH3:12])[n:9]1[CH2:22][c:19]1[c:18]([F:24])[cH:17][c:16]([Br:15])[cH:21][cH:20]1.